Dataset: the Open Reaction Database (ORD), a public repository of structured organic reaction records. Task: describe an organic reaction: reactants, conditions, products, and yield The reactants are O, O=P(Cl)(Cl)Cl, O=c1[nH]nc(-c2ccccc2)nc1Cc1ccccc1. Yields the product Clc1nnc(-c2ccccc2)nc1Cc1ccccc1. As a reaction SMILES: [OH2:21].[P:22]([Cl:23])([Cl:24])([Cl:25])=[O:26].[c:1]1(-[c:7]2[n:8][nH:9][c:10](=[O:20])[c:11]([CH2:13][c:14]3[cH:15][cH:16][cH:17][cH:18][cH:19]3)[n:12]2)[cH:2][cH:3][cH:4][cH:5][cH:6]1>>[c:1]1(-[c:7]2[n:8][n:9][c:10]([Cl:24])[c:11]([CH2:13][c:14]3[cH:15][cH:16][cH:17][cH:18][cH:19]3)[n:12]2)[cH:2][cH:3][cH:4][cH:5][cH:6]1.